This data is from the Open Reaction Database (ORD), a public repository of structured organic reaction records. The task is: describe an organic reaction: reactants, conditions, products, and yield Starting materials: CCOC(C)=O, CCCCCC, C1CCOC1, CC1=CC(OC(=O)c2ccc([N+](=O)[O-])cc2)C(O)C(C)(C)CC1=O, OCCO. Product: CC1=CC(OC(=O)c2ccc([N+](=O)[O-])cc2)C2OC1(OCCO)CC2(C)C. RXN SMILES: [CH3:34][CH2:35][O:36][C:37](=[O:38])[CH3:39].[CH3:40][CH2:41][CH2:42][CH2:43][CH2:44][CH3:45].[O:29]1[CH2:30][CH2:31][CH2:32][CH2:33]1.[OH:1][CH:2]1[CH:3]([O:13][C:14]([c:15]2[cH:16][cH:17][c:18]([N+:21](=[O:22])[O-:23])[cH:19][cH:20]2)=[O:24])[CH:4]=[C:5]([CH3:12])[C:6](=[O:11])[CH2:7][C:8]1([CH3:9])[CH3:10].[OH:25][CH2:26][CH2:27][OH:28]>>[O:1]1[CH:2]2[CH:3]([O:13][C:14]([c:15]3[cH:16][cH:17][c:18]([N+:21](=[O:22])[O-:23])[cH:19][cH:20]3)=[O:24])[CH:4]=[C:5]([CH3:12])[C:6]1([O:11][CH2:27][CH2:26][OH:25])[CH2:7][C:8]2([CH3:9])[CH3:10]. Starting materials: O(C1=CC=CC=C1)P(=O)(OC1=CC=CC=C1)OC=1N(CCOC1)C(=O)OC(C)(C)C (tert-butyl 5-((diphenoxyphosphoryl)oxy)-2H-1,4-oxazine-4(3H)-carboxylate), B(O)(O)C=1C=C(C(=O)O)C=CC1 (3-boronobenzoic acid). The product is C(C)(C)(C)OC(=O)N1CCOC=C1C=1C=C(C(=O)O)C=CC1 (3-(4-(tert-butoxycarbonyl)-3,4-dihydro-2H-1,4-oxazin-5-yl)benzoic acid). The yield is 26.0%. RXN SMILES: O(P(O[C:18]1[N:19]([C:24]([O:26][C:27]([CH3:30])([CH3:29])[CH3:28])=[O:25])[CH2:20][CH2:21][O:22][CH:23]=1)(OC1C=CC=CC=1)=O)C1C=CC=CC=1.B([C:34]1[CH:35]=[C:36]([CH:40]=[CH:41][CH:42]=1)[C:37]([OH:39])=[O:38])(O)O>>[C:27]([O:26][C:24]([N:19]1[C:18]([C:34]2[CH:35]=[C:36]([CH:40]=[CH:41][CH:42]=2)[C:37]([OH:39])=[O:38])=[CH:23][O:22][CH2:21][CH2:20]1)=[O:25])([CH3:28])([CH3:29])[CH3:30]. Reported procedure: This compound was prepared from tert-butyl 5-((diphenoxyphosphoryl)oxy)-2H-1,4-oxazine-4(3H)-carboxylate and 3-boronobenzoic acid using a procedure similar to that described in Example 2 (Steps 1-3a) above. The product was isolated as an off-white solid (26% yield); 1H-NMR (d6-DMSO) 1.01 (9H, s), 3.71 (2H, t), 4.12 (2H, t), 6.50 (1H, s), 7.40-7.46 (2H, m), 7.74-7.77 (2H, m), 12.94 (1H, brs); 13C-NMR (d6-DMSO) 27.7, 41.5, 66.8, 126.8, 128.0, 128.2, 130.1, 133.0; MS ES(+) 249.9 (M+-tBu). IR λmax=1...